From a dataset of the Open Reaction Database (ORD), a public repository of structured organic reaction records. describe an organic reaction: reactants, conditions, products, and yield The reactants are CN1N=C(C=C1C(F)(F)F)C (1,3-dimethyl-5-trifluoromethylpyrazole), II (Iodine), ice water. The solvent is S(O)(O)(=O)=O (sulfuric acid). Conditions: temperature 0 celsius, time 2 hour. The product is IC=1C(=NN(C1C(F)(F)F)C)C (4-iodo-1,3-dimethyl-5-trifluoromethylpyrazole). Yield: 86.2%. Reaction SMILES: [I:1]I.[CH3:3][N:4]1[C:8]([C:9]([F:12])([F:11])[F:10])=[CH:7][C:6]([CH3:13])=[N:5]1>S(=O)(=O)(O)O>[I:1][C:7]1[C:6]([CH3:13])=[N:5][N:4]([CH3:3])[C:8]=1[C:9]([F:10])([F:11])[F:12]. Procedure details: Iodine (30 g) was dissolved in 60% sulfuric acid (fuming, 80 g), and 1,3-dimethyl-5-trifluoromethylpyrazole (13.12 g, 80 mmol) was slowly added under ice-cooling. The mixture was stirred at 0° C. for 2 hr. The reaction mixture was poured into ice water and extracted with ethyl acetate. The organic layer was washed with aqueous sodium thiosulfate and saturated brine, dried over magnesium sulfate and concentrated under reduced pressure. The obtained crude crystals were washed with hexane to give t...